Dataset: the Open Reaction Database (ORD), a public repository of structured organic reaction records. Task: describe an organic reaction: reactants, conditions, products, and yield The reactants are 2-L, FC(C(CCCO)(O)C(F)(F)F)(F)F (1,1,1-trifluoro-2-trifluoromethyl-2,5-pentanediol), diol, 1-L, C(CCC)[Li] (n-butyllithium), C(C(=C)C)(=O)Cl (methacryloyl chloride). Solvent: C(C)OCC (diethylether), C1CCOC1 (THF), C1CCOC1 (THF). Run at time 8 hour. Product: C(C(=C)C)(=O)OCCCC(C(F)(F)F)(O)C(F)(F)F (1,1, 1-trifluoro-2-trifluoromethyl-2-hydroxy-5-pentyl Methacrylate). Isolated yield 78.8%. As a reaction SMILES: C([Li])CCC.[F:6][C:7]([F:19])([F:18])[C:8]([C:14]([F:17])([F:16])[F:15])([OH:13])[CH2:9][CH2:10][CH2:11][OH:12].[C:20](Cl)(=[O:24])[C:21]([CH3:23])=[CH2:22]>C1COCC1.C(OCC)C>[C:20]([O:12][CH2:11][CH2:10][CH2:9][C:8]([C:14]([F:15])([F:16])[F:17])([OH:13])[C:7]([F:18])([F:19])[F:6])(=[O:24])[C:21]([CH3:23])=[CH2:22]. Reported procedure: To a 3-necked, 2-L round-bottomed flask equipped with an overhead stirrer, digital thermometer and a 1-L constant-pressure addition funnel with a nitrogen inlet was added 590 mL (0.944 mol) of n-butyllithium (1.6M in hexane). The addition funnel was charged with a solution of 107 g (0.47 mol) of 1,1,1-trifluoro-2-trifluoromethyl-2,5-pentanediol in 300 mL of anhydrous THF. The flask was cooled and the diol was added dropwise with stirring while maintaining a temperature below 15° C. The resulting... Starting materials: BrC=1C=CC=2C(OC(C=3C2C1C=CC3)=O)=O (6-bromo-1H,3H-naphtho[1,8-cd]pyran-1,3-dione), [BH4-].[Na+] (sodium borohydride), FC(C(=O)O)(F)F (trifluoroacetic acid), C(C)[SiH](CC)CC (triethylsilane). Solvent: C(C)O (ethanol). Conditions: time 1 hour. The product is BrC=1C=CC=2COCC=3C2C1C=CC3 (6-bromo-1H,3H-naphtho[1,8-cd]pyran). RXN SMILES: [Br:1][C:2]1[CH:3]=[CH:4][C:5]2[C:6](=O)[O:7][C:8](=O)[C:9]3[C:10]=2[C:11]=1[CH:12]=[CH:13][CH:14]=3.[BH4-].[Na+].FC(F)(F)C(O)=O.C([SiH](CC)CC)C>C(O)C>[Br:1][C:2]1[CH:3]=[CH:4][C:5]2[CH2:6][O:7][CH2:8][C:9]3[C:10]=2[C:11]=1[CH:12]=[CH:13][CH:14]=3 |f:1.2|. Procedure: To 6-bromo-1H,3H-naphtho[1,8-cd]pyran-1,3-dione (1.5 g, 5.4 mmol) in ethanol (10 mL) was added sodium borohydride (0.41 g, 10.8 mmol) and the mixture stirred at room temperature for 1 h. The reaction was quenched with 3M hydrochloric acid and extracted into dichloromethane. The combined organic extracts were dried (Na2SO4) and concentrated in vacuo. The residue was dissolved in dichloromethane and trifluoroacetic acid (1.05 mL, 13.53 mmol) and triethylsilane (4.3 mL, 27 mmol) added. After stirri... RXN SMILES: [C:1]1([CH2:10][C:11]#[N:12])[CH:6]=[CH:5][CH:4]=[CH:3][C:2]=1[CH2:7][C:8]#N>C(O)C.[Ni]>[CH2:10]1[C:1]2[CH:6]=[CH:5][CH:4]=[CH:3][C:2]=2[CH2:7][CH2:8][NH:12][CH2:11]1. Reaction conditions: time 24 hour. Reagents/catalysts: [Ni] (Ni). Procedure: 1,2-Phenylenediacetonitrile (7.5 g, 48 mmol) dissolved in ethanol (150 ml) was added to Raney Ni (2 g) which had been previously washed with ethanol (3×20 ml). The mixture was then hydrogenated at 50° C. at 50 psi pressure with shaking for 24 h. The reaction mixture was then cooled to room temperature and filtered through a pad of kieselguhr and washed through with ethanol (100 ml). The filtrate was evaporated in vacuo to give a brown oil which was chromatographed on silica gel (100 g), eluting ... Reactants: C1(=C(C=CC=C1)CC#N)CC#N (1,2-Phenylenediacetonitrile). Yield: 34.7%. The solvent is C(C)O (ethanol). The product is C1CNCCC2=C1C=CC=C2 (2,3,4,5-Tetrahydro-1H-3-benzazepine). The reactants are O=C([O-])[O-], C=CCc1c(O)ccc2c1OC(C)(C)CC2=O, CN(C)C=O, CCOC(C)=O, CI, [K+], [K+]. The product is C=CCc1c(OC)ccc2c1OC(C)(C)CC2=O. RXN SMILES: [C:18](=[O:19])([O-:20])[O-:21].[CH2:1]([CH:2]=[CH2:3])[c:4]1[c:5]([OH:17])[cH:6][cH:7][c:8]2[c:13]1[O:12][C:11]([CH3:14])([CH3:15])[CH2:10][C:9]2=[O:16].[CH3:26][N:27]([CH3:28])[CH:29]=[O:30].[CH3:31][CH2:32][O:33][C:34](=[O:35])[CH3:36].[I:24][CH3:25].[K+:22].[K+:23]>>[CH2:1]([CH:2]=[CH2:3])[c:4]1[c:5]([O:17][CH3:18])[cH:6][cH:7][c:8]2[c:13]1[O:12][C:11]([CH3:14])([CH3:15])[CH2:10][C:9]2=[O:16]. Starting materials: Br, ClC(Cl)(Cl)Cl, O=C1CCC(c2ccccc2F)c2cc(Cl)ccc2N1. Product: O=C1CC=C(c2ccccc2F)c2cc(Cl)ccc2N1. Reaction SMILES: [Br:21].[C:22]([Cl:23])([Cl:24])([Cl:25])[Cl:26].[Cl:1][c:2]1[cH:3][cH:4][c:5]2[c:6]([cH:20]1)[CH:7]([c:13]1[c:14]([F:19])[cH:15][cH:16][cH:17][cH:18]1)[CH2:8][CH2:9][C:10](=[O:12])[NH:11]2>>[Cl:1][c:2]1[cH:3][cH:4][c:5]2[c:6]([cH:20]1)[C:7]([c:13]1[c:14]([F:19])[cH:15][cH:16][cH:17][cH:18]1)=[CH:8][CH2:9][C:10](=[O:12])[NH:11]2. Reactants: CC[SiH](CC)CC, COC(=O)c1cc2nc(C(F)(F)F)ccc2c(OS(=O)(=O)C(F)(F)F)c1[N+](=O)[O-], CN(C)C=O, CCOC(C)=O. The product is COC(=O)c1cc2nc(C(F)(F)F)ccc2cc1[N+](=O)[O-]. RXN SMILES: [CH2:30]([SiH:31]([CH2:32][CH3:33])[CH2:34][CH3:35])[CH3:36].[CH3:1][O:2][C:3](=[O:4])[c:5]1[c:6]([N+:27](=[O:28])[O-:29])[c:7]([O:19][S:20]([C:21]([F:22])([F:23])[F:24])(=[O:25])=[O:26])[c:8]2[cH:9][cH:10][c:11]([C:15]([F:16])([F:17])[F:18])[n:12][c:13]2[cH:14]1.[CH3:37][N:38]([CH3:39])[CH:40]=[O:41].[CH3:42][CH2:43][O:44][C:45](=[O:46])[CH3:47]>>[CH3:1][O:2][C:3](=[O:4])[c:5]1[c:6]([N+:27](=[O:28])[O-:29])[cH:7][c:8]2[cH:9][cH:10][c:11]([C:15]([F:16])([F:17])[F:18])[n:12][c:13]2[cH:14]1. Starting materials: C(=S)(Cl)Cl (thiophosgene), [OH-].[Na+] (sodium hydroxide), C=1(O)C(O)=CC=CC1 (catechol). Yields the product 27.41, O1C(OC2=C1C=CC=C2)=S (1,3-Benzodioxole-2-thione). Yield: 90.0%. RXN SMILES: [OH-].[Na+].[C:3]1([C:5](=[CH:7][CH:8]=[CH:9][CH:10]=1)[OH:6])[OH:4].[C:11](Cl)(Cl)=[S:12]>>[O:4]1[C:3]2[CH:10]=[CH:9][CH:8]=[CH:7][C:5]=2[O:6][C:11]1=[S:12] |f:0.1|. Reported procedure: To 200 ml of aqueous sodium hydroxide (16.00 g, 0.400 mol) at 5° was added catechol (22.00 g, 0.200 mole). The resulting dark green solution was stirred magnetically and maintained at 5°-10° while thiophosgene (17 ml, 25.5 g, 0.22 mol) was added dropwise over 2 hours. The green color of the solution was discharged during the addition and an orange-brown precipitate formed. The mixture was filtered through a Buchner funnel into a saturated solution of aqueous sodium hydroxide to destroy any resid... Reactants: Cl.C1(CCCCC1)NCC(=O)O (cyclohexylglycine hydrochloride), C([O-])([O-])=O.[K+].[K+] (potassium carbonate), C(C(C)C)OC(=O)Cl (Isobutylchloroformate). Run in C(C)#N (acetonitrile), O (water). Conditions: time 17 hour. Yields the product C(C(C)C)OC(=O)N(CC(=O)O)C1CCCCC1 (isobutyloxycarbonyl-cyclohexylglycine). Yield: 93.6%. RXN SMILES: Cl.[CH:2]1([NH:8][CH2:9][C:10]([OH:12])=[O:11])[CH2:7][CH2:6][CH2:5][CH2:4][CH2:3]1.C(=O)([O-])[O-].[K+].[K+].[CH2:19]([O:23][C:24](Cl)=[O:25])[CH:20]([CH3:22])[CH3:21]>C(#N)C.O>[CH2:19]([O:23][C:24]([N:8]([CH:2]1[CH2:7][CH2:6][CH2:5][CH2:4][CH2:3]1)[CH2:9][C:10]([OH:12])=[O:11])=[O:25])[CH:20]([CH3:22])[CH3:21] |f:0.1,2.3.4|. Reported procedure: To a solution of the commercially available cyclohexylglycine hydrochloride (15 g, 77.4 mmol) in acetonitrile (320 ml) and water (320 ml) was added potassium carbonate. Isobutylchloroformate (11.1 ml, 85.1 mmol) was added to the clear solution over 15 minutes and the reaction was stirred for 17 hours. The acetonitrile was removed under reduced pressure and the remaining aqueous layer was extracted twice with ether (100 ml). The aqueous layer was then acidified to pH 1 with 6N hydrochloric acid a... Starting materials: C(I)I (CH2I2), CC1(OB(OC1(C)C)C1=CC(=CC=C1)C=C)C (4,4,5,5-tetramethyl-2-(3-vinylphenyl)-1,3,2-dioxaborolane), [Zn](CC)CC (Zn(C2H5)2), FC(C(=O)O)(F)F (trifluoro-acetic acid), N#N (N2). The solvent is C(Cl)Cl (DCM), C(Cl)Cl (DCM), C(Cl)Cl (DCM), C(Cl)Cl (DCM). Run at time 20 minute. Product: C1(CC1)C=1C=C(C=CC1)B1OC(C(O1)(C)C)(C)C (2-(3-cyclopropylphenyl)-4,4,5,5-tetramethyl-1,3,2-dioxaborolane). The yield is 10.0%. As a reaction SMILES: [Zn](CC)[CH2:2]C.FC(F)(F)C(O)=O.N#N.C(I)I.[CH3:18][C:19]1([CH3:34])[C:23]([CH3:25])([CH3:24])[O:22][B:21]([C:26]2[CH:31]=[CH:30][CH:29]=[C:28]([CH:32]=[CH2:33])[CH:27]=2)[O:20]1>C(Cl)Cl>[CH:32]1([C:28]2[CH:27]=[C:26]([B:21]3[O:20][C:19]([CH3:34])([CH3:18])[C:23]([CH3:24])([CH3:25])[O:22]3)[CH:31]=[CH:30][CH:29]=2)[CH2:2][CH2:33]1. Reported procedure: To a solution of Zn(C2H5)2 (1 M, 6 mL) in DCM (1 mL) was added trifluoro-acetic acid (0.46 ml, 6 mmol) in DCM (1 mL) very slowly under N2 in ice bath. The mixture was stirred for 20 minutes. CH2I2 (1.61 g, 6 mmol) in DCM (1 mL) was added to the mixture. After stirring for 20 minutes, 4,4,5,5-tetramethyl-2-(3-vinylphenyl)-1,3,2-dioxaborolane (690 mg, 3 mmol) in DCM (1 mL) was added. The mixture was stirred at room temperature for 2 hour. the mixture was quenched by NH4Cl solution, extracted with ... The reactants are C(C)NC(NC1=NN(N=C1)CCCCC#N)=S (5-[4-(3-ethylthioureido)-1,2,3-triazol-2-yl]valeronitrile), mercuric oxide, N (ammonia). Conditions: time 18 hour. The product is C(C)N=C(NC1=NN(N=C1)CCCCC#N)N (5-[4-[2-ethylguanidino)-1,2,3-triazol-2-yl]valeronitrile). RXN SMILES: [CH2:1]([NH:3][C:4](=S)[NH:5][C:6]1[CH:10]=[N:9][N:8]([CH2:11][CH2:12][CH2:13][CH2:14][C:15]#[N:16])[N:7]=1)[CH3:2].[NH3:18]>>[CH2:1]([N:3]=[C:4]([NH2:18])[NH:5][C:6]1[CH:10]=[N:9][N:8]([CH2:11][CH2:12][CH2:13][CH2:14][C:15]#[N:16])[N:7]=1)[CH3:2]. Procedure details: A solution of 5-[4-(3-ethylthioureido)-1,2,3-triazol-2-yl]valeronitrile (2.2 g.) in methanolic ammonia (6M; 20 ml.) was treated with yellow mercuric oxide (2.08 g.) and the resulting suspension stirred at room temperature for 18 hours. The suspension was filtered through diatomaceous earth and the filtrate evaporated to give an oil which was purified by medium pressure chromatography using EtOAc then MeOH/EtOAc 1:1 v/v as eluants to give 5-[4-[2-ethylguanidino)-1,2,3-triazol-2-yl]valeronitrile (...